This data is from the Open Reaction Database (ORD), a public repository of structured organic reaction records. The task is: describe an organic reaction: reactants, conditions, products, and yield The reactants are C(C)O (ethanol), C(CC(=O)C)(=O)OCC (ethyl acetoacetate), C(C)(=O)OCC (ethyl acetate). The solvent is petroleum ether. Yields the product CC1CC(CC(C1C(=O)OCC)=O)=O (Ethyl 6-methyl-2, 4-dioxocyclohexane caboxylate). Reaction SMILES: [CH2:1]([OH:3])[CH3:2].[C:4]([O:10][CH2:11][CH3:12])(=[O:9])[CH2:5][C:6]([CH3:8])=[O:7].[C:13](OCC)(=O)[CH3:14]>>[CH3:13][CH:14]1[CH:5]([C:4]([O:10][CH2:11][CH3:12])=[O:9])[C:6](=[O:7])[CH2:8][C:1](=[O:3])[CH2:2]1. Procedure details: The same procedure used above is modified using an equivalent amount of anhydrous ethanol as the solvent and ethyl acetoacetate; yield 93.4 g (47%); mp 89-91° C. (from ethyl acetate: petroleum ether, bp 54° C.). Starting materials: N1C(=S)NC=2N=CNC2C1=S (dithioxanthine), C(C)N (ethylamine), C (charcoal). The solvent is O (water). The product is N1C(=S)N=C2N=CNC2=C1N (thioisoguanine). Yield: 97.4%. As a reaction SMILES: [NH:1]1[C:10](=S)[C:9]2[NH:8][CH:7]=[N:6][C:5]=2[NH:4][C:2]1=[S:3].C([NH2:14])C.C>O>[NH:1]1[C:10]([NH2:14])=[C:9]2[C:5]([N:6]=[CH:7][NH:8]2)=[N:4][C:2]1=[S:3]. Procedure details: 6.67 g (16 mmoles) of dithioxanthine and 52 ml of 70% ethylamine in water were heated to 150° C. in a pressure reactor (250 psi) for 12 hours under nitrogen. The solution was treated with charcoal (5%), filtered, and evaporated in vacuo to dryness. The residue was suspended in water, acidified with 1N HCl to pH 4 and neutralized to pH 8 with sodium bicarbonate. The solid was collected, washed and dried to give 6.66 g (97.4%) of crude thioisoguanine. The reactants are O=C([O-])[O-], C1COCCO1, CN(C)CCN, [Cu]I, Ic1cccnc1, [K+], [K+], O=C1CCCN1. Product: O=C1CCCN1c1cccnc1. Reaction SMILES: [C:1](=[O:2])([O-:3])[O-:4].[CH2:28]1[O:29][CH2:30][CH2:31][O:32][CH2:33]1.[CH3:7][N:8]([CH3:9])[CH2:10][CH2:11][NH2:12].[Cu:26][I:27].[I:13][c:14]1[cH:15][n:16][cH:17][cH:18][cH:19]1.[K+:5].[K+:6].[NH:20]1[C:21](=[O:25])[CH2:22][CH2:23][CH2:24]1>>[c:14]1([N:20]2[C:21](=[O:25])[CH2:22][CH2:23][CH2:24]2)[cH:15][n:16][cH:17][cH:18][cH:19]1. Reactants: C(C1=CC=CC=C1)(=O)NC1=CC=C(C=C1)C1=CC=C2CN(C(C2=C1)=O)[C@H](C(=O)O)C(C)C ((S)-2-(6-(4-Benzamidophenyl)-1-oxoisoindolin-2-yl)-3-methylbutanoic acid), C1(CCCCC1)C(=O)NC1=CC=C(C=C1)C1=CC=C2CN(C(C2=C1)=O)[C@H](C(=O)OC)C(C)C ((S)-Methyl 2-(6-(4-(cyclohexanecarboxamido)phenyl)-1-oxoisoindolin-2-yl)-3-methylbutanoate). Yields the product C1(CCCCC1)C(=O)NC1=CC=C(C=C1)C1=CC=C2CN(C(C2=C1)=O)[C@H](C(=O)O)C(C)C ((S)-2-(6-(4-(Cyclohexanecarboxamido)phenyl)-1-oxoisoindolin-2-yl)-3-methylbutanoic acid). Yield: 78.0%. Reaction SMILES: [C:1]([NH:9][C:10]1[CH:15]=[CH:14][C:13]([C:16]2[CH:24]=[C:23]3[C:19]([CH2:20][N:21]([C@@H:26]([CH:30]([CH3:32])[CH3:31])[C:27]([OH:29])=[O:28])[C:22]3=[O:25])=[CH:18][CH:17]=2)=[CH:12][CH:11]=1)(=[O:8])[C:2]1[CH:7]=[CH:6][CH:5]=[CH:4][CH:3]=1.C1(C(NC2C=CC(C3C=C4C(CN([C@@H](C(C)C)C(OC)=O)C4=O)=CC=3)=CC=2)=O)CCCCC1>>[CH:2]1([C:1]([NH:9][C:10]2[CH:15]=[CH:14][C:13]([C:16]3[CH:24]=[C:23]4[C:19]([CH2:20][N:21]([C@@H:26]([CH:30]([CH3:32])[CH3:31])[C:27]([OH:29])=[O:28])[C:22]4=[O:25])=[CH:18][CH:17]=3)=[CH:12][CH:11]=2)=[O:8])[CH2:3][CH2:4][CH2:5][CH2:6][CH2:7]1. Reported procedure: The compound of example 118 was prepared analogous to compound of example 98 by hydrolysis of compound of example 117. The reactants are O([Li])[Li] (Li2O), zirconia, S([Li])[Li] (Li2S), P12(=S)SP3(=S)SP(=S)(S1)SP(=S)(S2)S3 (P2S5), [S-2].[Li+].[Li+] (lithium sulfide), P12(=S)SP3(=S)SP(=S)(S1)SP(=S)(S2)S3 (phosphorus pentasulfide), mixture, zirconia. The solvent is CCCCCCC (heptane). Conditions: time 1 hour. Product: sulfide, S([Li])[Li].O([Li])[Li].P12(=S)SP3(=S)SP(=S)(S1)SP(=S)(S2)S3 (Li2S Li2O P2S5). Reaction SMILES: [S-2].[Li+].[Li+].[P:4]12([S:16][P:14]3([S:17][P:7]([S:9][P:10]([S:13]3)([S:12]1)=[S:11])(=[S:8])[S:6]2)=[S:15])=[S:5].[S:18]([Li:20])[Li:19].[O:21]([Li:23])[Li:22]>CCCCCCC>[S:18]([Li:20])[Li:19].[O:21]([Li:23])[Li:22].[P:4]12([S:6][P:7]3([S:9][P:10]([S:13][P:14]([S:17]3)([S:16]1)=[S:15])(=[S:11])[S:12]2)=[S:8])=[S:5] |f:0.1.2,7.8.9|. Procedure details: As the starting materials, lithium sulfide (Li2S) and phosphorus pentasulfide (P2S5) were used. Powders thereof were measured to have a molar ratio of Li2S:P2S5=75:25 so as to be mixed in an agate mortar. Then, 2 g of the mixture was introduced into a 45 ml of zirconia pot, 4 g of dehydrated heptane (moisture content 30 ppm or less) was introduced, and furthermore, a zirconia ball (φ5.5 mm, 53 g) was introduced, and then the pot was completely sealed. With the pot mounted on a planetary type bal... Reactants: Cl.FC1=C(C=C(C=C1)F)N1CCCC1 (2,5-difluorophenyl pyrrolidine hydrochloride), BrC=1C=C(C=CC1OC(F)F)F (3-bromo-4-(difluoromethoxy)-1-fluorobenzene). The product is Cl.FC(OC1=C(C=C(C=C1)F)[C@@H]1NCCC1)F ((R)-2-(2-(difluoromethoxy)-5-fluorophenyl)pyrrolidine hydrochloride). Reaction SMILES: [ClH:1].FC1C=CC(F)=CC=1[N:10]1[CH2:14][CH2:13][CH2:12][CH2:11]1.Br[C:16]1[CH:17]=[C:18]([F:26])[CH:19]=[CH:20][C:21]=1[O:22][CH:23]([F:25])[F:24]>>[ClH:1].[F:24][CH:23]([F:25])[O:22][C:21]1[CH:20]=[CH:19][C:18]([F:26])=[CH:17][C:16]=1[C@H:11]1[CH2:12][CH2:13][CH2:14][NH:10]1 |f:0.1,3.4|. Procedure details: This compound was prepared by the method substantially similar to the preparation of 2,5-difluorophenyl pyrrolidine hydrochloride as mentioned in Example 1 step 5 using 3-bromo-4-(difluoromethoxy)-1-fluorobenzene (J. Med. Chem. 2003, 46, 1016-1030). Starting materials: C(C)N(C1=NC=C(C(=O)O)C=C1CC)CC (6-diethylamino-5-ethyl-nicotinic acid), C(C)(C)NC (isopropyl-methylamine). The product is C(C)C=1C(=NC=C(C(=O)O)C1)N(C)C(C)C (5-Ethyl-6-(isopropyl-methyl-amino)-nicotinic acid). As a reaction SMILES: [CH2:1]([N:3]([CH2:15][CH3:16])[C:4]1[C:12]([CH2:13][CH3:14])=[CH:11][C:7]([C:8]([OH:10])=[O:9])=[CH:6][N:5]=1)C.[CH:17](NC)(C)C>>[CH2:13]([C:12]1[C:4]([N:3]([CH:15]([CH3:16])[CH3:17])[CH3:1])=[N:5][CH:6]=[C:7]([CH:11]=1)[C:8]([OH:10])=[O:9])[CH3:14]. Procedure details: The title compound is prepared in analogy to 6-diethylamino-5-ethyl-nicotinic acid using isopropyl-methylamine; LC-MS: tR=0.64 min, [M+1]+=223.14. Reactants: C(C1=CC=CC=C1)N1CC2N(CCCC2C1)C(=O)OC(C)(C)C (tert-butyl 6-benzyloctahydro-1H-pyrrolo[3,4-b]pyridine-1-carboxylate). Reagents/catalysts: [OH-].[OH-].[Pd+2] (Pd(OH)2/C). The solvent is CO (MeOH). Conditions: time 2 hour. Product: N1(C2C(CCC1)CNC2)C(=O)OC(C)(C)C (tert-butyl octahydro-1H-pyrrolo[3,4-b]pyridine-1-carboxylate). RXN SMILES: C([N:8]1[CH2:16][CH:15]2[CH:10]([N:11]([C:17]([O:19][C:20]([CH3:23])([CH3:22])[CH3:21])=[O:18])[CH2:12][CH2:13][CH2:14]2)[CH2:9]1)C1C=CC=CC=1>CO.[OH-].[OH-].[Pd+2]>[N:11]1([C:17]([O:19][C:20]([CH3:23])([CH3:22])[CH3:21])=[O:18])[CH2:12][CH2:13][CH2:14][CH:15]2[CH2:16][NH:8][CH2:9][CH:10]12 |f:2.3.4|. Procedure: To a solution of tert-butyl 6-benzyloctahydro-1H-pyrrolo[3,4-b]pyridine-1-carboxylate (2.00 g) in MeOH was added a catalytic amount of 20% Pd(OH)2/C. The suspension was stirred for 2 h at room temperature under H2 and filtered. The filtrate was concentrated in vacuo and the residue was used for the next step without further purification. The compound was characterized by the following spectroscopic data: MS (ESI, pos. ion) m/z: 227.6 (M+1). Starting materials: CCOC(=O)CC(C#N)(NC(=O)OCc1ccccc1)C(=O)OCC, CCCC[N+](CCCC)(CCCC)CCCC, ClCCl, [Na+], [OH-], OO, O=S(=O)([O-])O. Product: CCOC(=O)C1(NC(=O)OCc2ccccc2)CC(=O)NC1=O. RXN SMILES: [CH2:1]([CH3:2])[O:3][C:4]([C:5]([CH2:6][C:7](=[O:8])[O:9][CH2:10][CH3:11])([C:12]#[N:13])[NH:14][C:15](=[O:16])[O:17][CH2:18][c:19]1[cH:20][cH:21][cH:22][cH:23][cH:24]1)=[O:25].[CH2:38]([N+:39]([CH2:40][CH2:41][CH2:42][CH3:43])([CH2:44][CH2:45][CH2:46][CH3:47])[CH2:48][CH2:49][CH2:50][CH3:51])[CH2:52][CH2:53][CH3:54].[Cl:30][CH2:31][Cl:32].[Na+:29].[OH-:28].[OH:26][OH:27].[S:33]([O-:34])([OH:35])(=[O:36])=[O:37]>>[CH2:1]([CH3:2])[O:3][C:4]([C:5]1([NH:14][C:15](=[O:16])[O:17][CH2:18][c:19]2[cH:20][cH:21][cH:22][cH:23][cH:24]2)[CH2:6][C:7](=[O:8])[NH:13][C:12]1=[O:26])=[O:25].